From a dataset of the Open Reaction Database (ORD), a public repository of structured organic reaction records. describe an organic reaction: reactants, conditions, products, and yield Reactants: Cl.NC1=NC2=C(N1)C=C(C=C2)NC(=O)C2=C(C(=O)O)C=CC=C2 (2-(2-amino-1H-benzo[d]imidazol-6-ylcarbamoyl)benzoic acid hydrochloride), NC=1C=CC2=C(N(C(=N2)N(C(=O)OC(C)(C)C)C(=O)OC(C)(C)C)C(=O)OC(C)(C)C)C1 (tert-butyl 6-amino-2-(bis(tert-butoxycarbonyl)amino)-1H-benzo[d]imidazole-1-carboxylate), CC1(CC(OC(C1)=O)=O)C (4,4-dimethyldihydro-2H-pyran-2,6(3H)-dione). The product is Cl.NC1=NC2=C(N1)C=C(C=C2)NC(CC(CC(=O)O)(C)C)=O (5-(2-amino-1H-benzo[d]imidazol-6-ylamino)-3,3-dimethyl-5-oxopentanoic acid hydrochloride). Isolated yield 93.0%. RXN SMILES: [ClH:1].NC1NC2C=C(NC(C3C=CC=CC=3C(O)=O)=O)C=CC=2N=1.[NH2:24][C:25]1[CH:26]=[CH:27][C:28]2[N:32]=[C:31]([N:33](C(OC(C)(C)C)=O)C(OC(C)(C)C)=O)[N:30](C(OC(C)(C)C)=O)[C:29]=2[CH:55]=1.[CH3:56][C:57]1([CH3:65])[CH2:62][C:61](=[O:63])[O:60][C:59](=[O:64])[CH2:58]1>>[ClH:1].[NH2:33][C:31]1[NH:30][C:29]2[CH:55]=[C:25]([NH:24][C:61](=[O:63])[CH2:62][C:57]([CH3:65])([CH3:56])[CH2:58][C:59]([OH:64])=[O:60])[CH:26]=[CH:27][C:28]=2[N:32]=1 |f:0.1,4.5|. Reported procedure: Following the same procedure to synthesize 2-(2-amino-1H-benzo[d]imidazol-6-ylcarbamoyl)benzoic acid hydrochloride, tert-butyl 6-amino-2-(bis(tert-butoxycarbonyl)amino)-1H-benzo[d]imidazole-1-carboxylate (0.157 g, 0.351 mmol) was reacted with 4,4-dimethyldihydro-2H-pyran-2,6(3H)-dione (0.049 g, 0.351 mmol) to give the title product (0.107 g, 93% yield) as a yellow solid. 1H NMR (300 MHz, CD3OD) δ 7.81 (s, 1H), δ 7.29 (m, 2H), δ 2.45 (m, 4H), 1.16 (m, 6H) ppm; 13C NMR (75 MHz, CD3OD) 174.8, 173.6... The reactants are C(#N)C1=CC=C(C=C1)O (4-cyanophenol), [OH-].[Na+] (sodium hydroxide), C([O-])([O-])=O.[K+].[K+] (potassium carbonate), Cl.C(C)N(CCCl)CC (2-diethylaminoethyl chloride hydrochloride). The solvent is C=1(C(=CC=CC1)C)C (xylene), O (water). Run at time 30 minute. Yields the product C(C)N(CCOC1=CC=C(C#N)C=C1)CC (4-(2-diethylaminoethoxy)benzonitrile). Isolated yield 74.7%. Reaction SMILES: [C:1]([C:3]1[CH:8]=[CH:7][C:6]([OH:9])=[CH:5][CH:4]=1)#[N:2].[OH-].[Na+].C(=O)([O-])[O-].[K+].[K+].Cl.[CH2:19]([N:21]([CH2:25][CH3:26])[CH2:22][CH2:23]Cl)[CH3:20]>C1(C)C(C)=CC=CC=1.O>[CH2:19]([N:21]([CH2:25][CH3:26])[CH2:22][CH2:23][O:9][C:6]1[CH:7]=[CH:8][C:3]([C:1]#[N:2])=[CH:4][CH:5]=1)[CH3:20] |f:1.2,3.4.5,6.7|. Procedure details: A solution of 8.04 g (67 mmol) of 4-cyanophenol in 100 ml of xylene was treated with a solution of 2.99 g (74 mmol) of sodium hydroxide in 20 ml of water and the mixture was stirred for 30 minutes. To this mixture were added 13.88 g (100 mmol) of potassium carbonate and 12.83 g (75 mmol) of 2-diethylaminoethyl chloride hydrochloride. The resulting mixture was then heated at reflux for 3 hours, subsequently left to cool, washed twice with 50 ml of water each time, dried over magnesium sulfate, fi...